This data is from the Open Reaction Database (ORD), a public repository of structured organic reaction records. The task is: describe an organic reaction: reactants, conditions, products, and yield The reactants are C(C1=CC=CC=C1)SC1=NN2C(=NC(=CC2=O)Cl)S1 (2-benzylthio-7-chloro-5H-1,3,4-thiadiazolo[3,2-a]pyrimidin-5-one), I (hydroiodic acid). Conditions: time 4 hour. The product is C(C1=CC=CC=C1)SC1=NN2C(=NC(=CC2=O)I)S1 (2-benzylthio-7-iodo-5H-1,3,4-thiadiazolo[3,2-a]pyrimidin-5-one). Isolated yield 55.0%. Reaction SMILES: [CH2:1]([S:8][C:9]1[S:19][C:12]2=[N:13][C:14](Cl)=[CH:15][C:16](=[O:17])[N:11]2[N:10]=1)[C:2]1[CH:7]=[CH:6][CH:5]=[CH:4][CH:3]=1.[IH:20]>>[CH2:1]([S:8][C:9]1[S:19][C:12]2=[N:13][C:14]([I:20])=[CH:15][C:16](=[O:17])[N:11]2[N:10]=1)[C:2]1[CH:7]=[CH:6][CH:5]=[CH:4][CH:3]=1. Reported procedure: A mixture of 12.2 g of the thus obtained 2-benzylthio-7-chloro-5H-1,3,4-thiadiazolo[3,2-a]pyrimidin-5-one and 124 g of 57% hydroiodic acid was heated to 100°-105° C. and stirred for 4 hours. After cooling, the mixture was filtered and the solid was washed with water and dissolved in chloroform. The organic layer was washed with a sodium hydrogen carbonate aqueous solution, a sodium thiosulfate aqueous solution and water, and dried over anhydrous sodium sulfate. The solvent was distilled off and ... The reactants are C(C1=CC=CC=C1)OC1=CC(=[N+](C2=CC=CC=C12)[O-])CCCCCCCCCCCO (4-benzyloxy-2-(11-hydroxyundecyl)-quinoline-N-oxide), CC1(C2CCC1(C(=O)C2)CS(=O)(=O)O)C (D-camphorsulfonic acid), O1CCCC=C1 (2,3-dihydropyran). Run in ClCCl (dichloromethane). Reaction conditions: time 3 hour. Yields the product C(C1=CC=CC=C1)OC1=CC(=[N+](C2=CC=CC=C12)[O-])CCCCCCCCCCCOC1OCCCC1 (4-benzyloxy-2-[11-(2-tetrahydropyranyloxy) undecyl] quinoline-N-oxide). Yield: 82.3%. As a reaction SMILES: [CH2:1]([O:8][C:9]1[C:18]2[C:13](=[CH:14][CH:15]=[CH:16][CH:17]=2)[N+:12]([O-:19])=[C:11]([CH2:20][CH2:21][CH2:22][CH2:23][CH2:24][CH2:25][CH2:26][CH2:27][CH2:28][CH2:29][CH2:30][OH:31])[CH:10]=1)[C:2]1[CH:7]=[CH:6][CH:5]=[CH:4][CH:3]=1.C[C:33]1(C)[C:37]2(CS(O)(=O)=O)[C:38](C[CH:34]1[CH2:35]C2)=[O:39].O1C=CCCC1>ClCCl>[CH2:1]([O:8][C:9]1[C:18]2[C:13](=[CH:14][CH:15]=[CH:16][CH:17]=2)[N+:12]([O-:19])=[C:11]([CH2:20][CH2:21][CH2:22][CH2:23][CH2:24][CH2:25][CH2:26][CH2:27][CH2:28][CH2:29][CH2:30][O:31][CH:38]2[CH2:37][CH2:33][CH2:34][CH2:35][O:39]2)[CH:10]=1)[C:2]1[CH:3]=[CH:4][CH:5]=[CH:6][CH:7]=1. Reported procedure: In this example, 5 m moles of 4-benzyloxy-2-(11-hydroxyundecyl)-quinoline-N-oxide is dissolved in dichloromethane, and a catalytic amount of D-camphorsulfonic acid and 6 m moles of 2,3-dihydropyran are added thereto. The mixture is stirred at room temperature for 3 hours. Then, the reaction solution is washed with an aqueous sodium hydrogen carbonate solution and then with water, and dried over anhydrous sodium sulfate. The solvent is removed therefrom by distillation, and the residue is purifie... The reactants are FC1=C(C=CC(=C1)F)/C=C/C1=CC=C(C=N1)S(=O)(=O)C=1C=C(C=O)C=CC1 (3-({6-[(E)-2-(2,4-difluorophenyl)vinyl]pyridin-3-yl}sulfonyl)benzaldehyde), [OH-].[Na+] (sodium hydroxide), N1CCOCC1 (Morpholine), C(#N)[BH3-].[Na+] (Sodium cyanoborohydride). The solvent is CO (methanol), C(C)(=O)O (acetic acid). Run at time 30 minute. Product: FC1=C(C=CC(=C1)F)/C=C/C1=NC=C(C=C1)S(=O)(=O)C1=CC(=CC=C1)CN1CCOCC1 (2-[(E)-2-(2,4-difluorophenyl)vinyl]-5-[(3-(morpholinomethyl)phenyl)sulfonyl]pyridine). Reaction SMILES: [F:1][C:2]1[CH:7]=[C:6]([F:8])[CH:5]=[CH:4][C:3]=1/[CH:9]=[CH:10]/[C:11]1[N:16]=[CH:15][C:14]([S:17]([C:20]2[CH:21]=[C:22]([CH:25]=[CH:26][CH:27]=2)[CH:23]=O)(=[O:19])=[O:18])=[CH:13][CH:12]=1.[NH:28]1[CH2:33][CH2:32][O:31][CH2:30][CH2:29]1.C([BH3-])#N.[Na+].[OH-].[Na+]>CO.C(O)(=O)C>[F:1][C:2]1[CH:7]=[C:6]([F:8])[CH:5]=[CH:4][C:3]=1/[CH:9]=[CH:10]/[C:11]1[CH:12]=[CH:13][C:14]([S:17]([C:20]2[CH:27]=[CH:26][CH:25]=[C:22]([CH2:23][N:28]3[CH2:33][CH2:32][O:31][CH2:30][CH2:29]3)[CH:21]=2)(=[O:19])=[O:18])=[CH:15][N:16]=1 |f:2.3,4.5|. Procedure details: 3-({6-[(E)-2-(2,4-Difluorophenyl)vinyl]pyridin-3-yl}sulfonyl)benzaldehyde (Step 1, 95 mg, 0.25 mmol) was suspended in methanol (1 mL) and acetic acid (70 μL). Morpholine (28 μL, 0.34 mmol) was added and the reaction stirred at room temperature under nitrogen for 30 minutes. Sodium cyanoborohydride (15 mg, 0.25 mmol) was added and stirring continued for 2 days. 5N sodium hydroxide was added and the products extracted into dichloromethane, washed with brine, dried over MgSO4 and concentrated in va...